From a dataset of the Open Reaction Database (ORD), a public repository of structured organic reaction records. describe an organic reaction: reactants, conditions, products, and yield Starting materials: OC1=C2C=CC(NC2=CC=C1)=O (5-hydroxycarbostyril), C(Cl)C1CO1 (epichlorohydrin), [OH-].[Na+] (sodium hydroxide). Run in O (water). Reaction conditions: time 5 hour. Product: C1C(O1)COC2=CC=CC3=C2C=CC(=O)N3 (5-(2,3-epoxy)propoxycarbostyril). RXN SMILES: [OH-].[Na+].[OH:3][C:4]1[CH:13]=[CH:12][CH:11]=[C:10]2[C:5]=1[CH:6]=[CH:7][C:8](=[O:14])[NH:9]2.[CH2:15]([CH:17]1[O:19][CH2:18]1)Cl>O>[CH2:18]1[O:19][CH:17]1[CH2:15][O:3][C:4]1[C:5]2[CH:6]=[CH:7][C:8]([NH:9][C:10]=2[CH:11]=[CH:12][CH:13]=1)=[O:14] |f:0.1|. Procedure: 0.6 g of sodium hydroxide was dissolved in 40 ml of water, and 2.0 g of 5-hydroxycarbostyril and 2.5 g of epichlorohydrin were added to the solution. The mixture was stirred at a temperature of from 60° to 70°C for 5 hours followed by cooling to precipitate the product. The precipitated crystals were washed with water, dissolved in ethanol and then subjected to thin layer chromatography using acetone as an eluate to obtain two spots having a Rf value of 0.58 and 0.65, respectively, The spot havi... The reactants are F[B-](F)(F)F, O=S(=O)(c1ccc(Cl)c(Br)c1)N1CCCCc2ccccc21, CC(C)(C)[PH+](C(C)(C)C)C(C)(C)C, C1CCOC1, OB(O)c1cnc(Cl)cc1Cl, [K+], O=C(C=Cc1ccccc1)C=Cc1ccccc1, O=C(C=Cc1ccccc1)C=Cc1ccccc1, O=C(C=Cc1ccccc1)C=Cc1ccccc1, [OH-], O, [Pd], [Pd]. Product: O=S(=O)(c1ccc(Cl)c(-c2cnc(Cl)cc2Cl)c1)N1CCCCc2ccccc21. As a reaction SMILES: [B-:35]([F:36])([F:37])([F:38])[F:39].[Br:1][c:2]1[cH:3][c:4]([S:9](=[O:10])(=[O:11])[N:12]2[CH2:13][CH2:14][CH2:15][CH2:16][c:17]3[c:18]2[cH:19][cH:20][cH:21][cH:22]3)[cH:5][cH:6][c:7]1[Cl:8].[C:40]([PH+:41]([C:42]([CH3:43])([CH3:44])[CH3:45])[C:46]([CH3:47])([CH3:48])[CH3:49])([CH3:50])([CH3:51])[CH3:52].[CH2:55]1[O:56][CH2:57][CH2:58][CH2:59]1.[Cl:24][c:25]1[n:26][cH:27][c:28]([B:32]([OH:33])[OH:34])[c:29]([Cl:31])[cH:30]1.[K+:54].[O:62]=[C:63]([CH:64]=[CH:65][c:66]1[cH:67][cH:68][cH:69][cH:70][cH:71]1)[CH:72]=[CH:73][c:74]1[cH:75][cH:76][cH:77][cH:78][cH:79]1.[O:80]=[C:81]([CH:82]=[CH:83][c:84]1[cH:85][cH:86][cH:87][cH:88][cH:89]1)[CH:90]=[CH:91][c:92]1[cH:93][cH:94][cH:95][cH:96][cH:97]1.[O:98]=[C:99]([CH:100]=[CH:101][c:102]1[cH:103][cH:104][cH:105][cH:106][cH:107]1)[CH:108]=[CH:109][c:110]1[cH:111][cH:112][cH:113][cH:114][cH:115]1.[OH-:53].[OH2:23].[Pd:60].[Pd:61]>>[c:2]1(-[c:28]2[cH:27][n:26][c:25]([Cl:24])[cH:30][c:29]2[Cl:31])[cH:3][c:4]([S:9](=[O:10])(=[O:11])[N:12]2[CH2:13][CH2:14][CH2:15][CH2:16][c:17]3[c:18]2[cH:19][cH:20][cH:21][cH:22]3)[cH:5][cH:6][c:7]1[Cl:8].